This data is from the Open Reaction Database (ORD), a public repository of structured organic reaction records. The task is: describe an organic reaction: reactants, conditions, products, and yield The product is CCC(=O)C(C)C(=O)C1CCN(C(=O)OC(C)(C)C)CC1. RXN SMILES: [C:11]([CH3:12])([CH3:13])([CH3:14])[O:15][C:16](=[O:17])[N:18]1[CH2:19][CH2:20][CH:21]([CH:24]([CH:25]([C:26]([CH2:27][CH3:28])=[O:29])[CH3:30])[OH:31])[CH2:22][CH2:23]1.[CH2:41]([Cl:42])[Cl:43].[CH3:7][S:8]([CH3:9])=[O:10].[CH:32]([N:33]([CH2:34][CH3:35])[CH:36]([CH3:37])[CH3:38])([CH3:39])[CH3:40].[Cl:1][C:2]([C:3]([Cl:4])=[O:5])=[O:6]>>[C:11]([CH3:12])([CH3:13])([CH3:14])[O:15][C:16](=[O:17])[N:18]1[CH2:19][CH2:20][CH:21]([C:24]([CH:25]([C:26]([CH2:27][CH3:28])=[O:29])[CH3:30])=[O:31])[CH2:22][CH2:23]1. Reactants: CCC(=O)C(C)C(O)C1CCN(C(=O)OC(C)(C)C)CC1, ClCCl, CS(C)=O, CCN(C(C)C)C(C)C, O=C(Cl)C(=O)Cl.